From a dataset of the Open Reaction Database (ORD), a public repository of structured organic reaction records. describe an organic reaction: reactants, conditions, products, and yield Starting materials: C1CCOC1, CN1CCOC(CO)C1, [H-], O=C(Oc1ccc([N+](=O)[O-])cc1)N1CCN(c2ccc(F)cc2F)CC1, [Na+]. Product: CN1CCOC(COC(=O)N2CCN(c3ccc(F)cc3F)CC2)C1. As a reaction SMILES: [CH2:38]1[O:39][CH2:40][CH2:41][CH2:42]1.[CH3:1][N:2]1[CH2:3][CH:4]([CH2:8][OH:9])[O:5][CH2:6][CH2:7]1.[H-:11].[N+:12]([c:13]1[cH:14][cH:15][c:16]([O:21][C:22](=[O:17])[N:24]2[CH2:25][CH2:26][N:27]([c:30]3[c:31]([F:37])[cH:32][c:33]([F:36])[cH:34][cH:35]3)[CH2:28][CH2:29]2)[cH:18][cH:19]1)([O-:20])=[O:23].[Na+:10]>>[CH3:1][N:2]1[CH2:3][CH:4]([CH2:8][O:9][C:22](=[O:21])[N:24]2[CH2:25][CH2:26][N:27]([c:30]3[c:31]([F:37])[cH:32][c:33]([F:36])[cH:34][cH:35]3)[CH2:28][CH2:29]2)[O:5][CH2:6][CH2:7]1. The product is ClC1=C(C(=CC(=C1)Cl)Cl)N1NC(=C2C1=NC(=NC2=O)CC2=CC(=C(C=C2)CN(C)C)O)C(C)C (1-(2,4,6-trichlorophenyl)-3-isopropyl-6-(4-(dimethylamino methyl)-3-hydroxybenzyl)pyrazolo[3,4-d]pyrimidin 4-one). Procedure: To a stirred solution of 464 mg (1.0 mmol) of 1-(2,4,6-trichlorophenyl)-3-isopropyl-6-(3-hydroxybenzyl)pyrazolo[3,4-d]pyrimidin-4-one in 10 mL of glacial HOAc was added 0.4 mL of 37% aq. formaldehyde followed by 0.5 mL of 40% aq. dimethylamine. The solution was stirred overnight at RT, and it was then heated to just below reflux for 20 min. The solution was poured into water and extracted with EtOAc. The organic extract was washed (brine), dried (MgSO4), and chromatographed on silica gel (elutio... As a reaction SMILES: [Cl:1][C:2]1[CH:7]=[C:6]([Cl:8])[CH:5]=[C:4]([Cl:9])[C:3]=1[N:10]1[C:14]2=[N:15][C:16]([CH2:20][C:21]3[CH:26]=[CH:25][CH:24]=[C:23]([OH:27])[CH:22]=3)=[N:17][C:18](=[O:19])[C:13]2=[C:12]([CH:28]([CH3:30])[CH3:29])[NH:11]1.[CH2:31]=O.[CH3:33][NH:34][CH3:35].O>CC(O)=O>[Cl:1][C:2]1[CH:7]=[C:6]([Cl:8])[CH:5]=[C:4]([Cl:9])[C:3]=1[N:10]1[C:14]2=[N:15][C:16]([CH2:20][C:21]3[CH:26]=[CH:25][C:24]([CH2:33][N:34]([CH3:31])[CH3:35])=[C:23]([OH:27])[CH:22]=3)=[N:17][C:18](=[O:19])[C:13]2=[C:12]([CH:28]([CH3:30])[CH3:29])[NH:11]1. The solvent is CC(=O)O (HOAc). Run at time 8 hour. Reactants: ClC1=C(C(=CC(=C1)Cl)Cl)N1NC(=C2C1=NC(=NC2=O)CC2=CC(=CC=C2)O)C(C)C (1-(2,4,6-trichlorophenyl)-3-isopropyl-6-(3-hydroxybenzyl)pyrazolo[3,4-d]pyrimidin-4-one), C=O (formaldehyde), O (water), CNC (dimethylamine). The reactants are BrC1=CC2=C(N=C(S2)[C@@H]2C[C@H](C2)N2[C@@H](CCC2)C)C=C1 (Trans-6-bromo-2-{3-[(2R)-2-methylpyrrolidin-1-yl]cyclobutyl}-1,3-benzothiazole), CN1N=CC(=C1)B1OC(C)(C)C(C)(C)O1 (1-methyl-4-1H-pyrazoleboronic acid pinacol ester), N1=CN=CC(=C1)B(O)O (pyrimidine-5-boronic acid). Yields the product N1(CCCCCC1)[C@@H]1C[C@H](C1)C=1SC2=C(N1)C=CC(=C2)C=2C=NN(C2)C (Trans-2-(3-azepan-1-ylcyclobutyl)-6-(1-methyl-1H-pyrazol-4-yl)-1,3-benzothiazole). RXN SMILES: Br[C:2]1[CH:20]=[CH:19][C:5]2[N:6]=[C:7]([C@H:9]3[CH2:12][C@H:11]([N:13]4[CH2:17][CH2:16][CH2:15][C@H:14]4[CH3:18])[CH2:10]3)[S:8][C:4]=2[CH:3]=1.[CH3:21][N:22]1[CH:26]=[C:25](B2OC(C)(C)C(C)(C)O2)[CH:24]=[N:23]1.N1C=C(B(O)O)C=N[CH:37]=1>>[N:13]1([C@H:11]2[CH2:12][C@H:9]([C:7]3[S:8][C:4]4[CH:3]=[C:2]([C:25]5[CH:24]=[N:23][N:22]([CH3:21])[CH:26]=5)[CH:20]=[CH:19][C:5]=4[N:6]=3)[CH2:10]2)[CH2:17][CH2:16][CH2:15][CH2:14][CH2:18][CH2:37]1. Procedure: The title compound was prepared according to the procedure described in Example 1F, except for substituting the product of Example 71A for the product of Example 1E, and substituting 1-methyl-4-1H-pyrazoleboronic acid pinacol ester for pyrimidine-5-boronic acid. 1H NMR (500 MHz, CDCl3) δ ppm 7.89-7.97 (m, 2H) 7.80 (s, 1H) 7.65 (s, 1H) 7.55 (dd, J=8.39, 1.68 Hz, 1H) 3.97 (s, 3H) 3.74-3.83 (m, 1H) 3.30-3.41 (m, 1H) 2.46-2.61 (m, 8H) 1.56-1.71 (m, 8H). MS: (M+H)+=367. The reactants are O.[OH-].[Li+] (Lithium hydroxide monohydrate), Cl (HCl), CC1=C(C=CC(=N1)CC(=O)OCC)N1N=NN=C1 (Ethyl 2-(6-methyl-5-(1H-tetrazol-1-yl)pyridin-2-yl)acetate), C(C)O (ethanol). Run in C1CCOC1 (THF), O (water). Conditions: time 1 hour. Product: CC1=C(C=CC(=N1)CC(=O)O)N1N=NN=C1 (2-(6-methyl-5-(1H-tetrazol-1-yl)pyridin-2-yl)acetic acid). RXN SMILES: [CH3:1][C:2]1[N:7]=[C:6]([CH2:8][C:9]([O:11]CC)=[O:10])[CH:5]=[CH:4][C:3]=1[N:14]1[CH:18]=[N:17][N:16]=[N:15]1.O.[OH-].[Li+].C(O)C.Cl>C1COCC1.O>[CH3:1][C:2]1[N:7]=[C:6]([CH2:8][C:9]([OH:11])=[O:10])[CH:5]=[CH:4][C:3]=1[N:14]1[CH:18]=[N:17][N:16]=[N:15]1 |f:1.2.3|. Procedure details: Ethyl 2-(6-methyl-5-(1H-tetrazol-1-yl)pyridin-2-yl)acetate (310 mg, 1.25 mmol) was dissolved in THF (6 mL) and water (3 mL). Lithium hydroxide monohydrate (68.31 mg, 1.628 mmol) was added. A small amount of ethanol was also added to ensure the reaction mixture was homogeneous. After 1 hr, the reaction was acidified with 2N HCl to pH ˜5-6 then extracted with a mixture of ethyl acetate/THF (2×). The combined organic layer was dried over Na2SO4, filtered and concentrated to yield title compound: 1H... Starting materials: CCCC(=O)c1cnc2c(OC)cccc2c1Cl, COCc1ccccc1N, C1COCCO1. Product: CCCC(=O)c1cnc2c(OC)cccc2c1Nc1ccccc1COC. As a reaction SMILES: [C:11]([CH2:12][CH2:13][CH3:14])(=[O:15])[c:16]1[cH:17][n:18][c:19]2[c:20]([O:27][CH3:28])[cH:21][cH:22][cH:23][c:24]2[c:25]1[Cl:26].[CH3:1][O:2][CH2:3][c:4]1[c:5]([NH2:6])[cH:7][cH:8][cH:9][cH:10]1.[O:29]1[CH2:30][CH2:31][O:32][CH2:33][CH2:34]1>>[CH3:1][O:2][CH2:3][c:4]1[c:5]([NH:6][c:25]2[c:16]([C:11]([CH2:12][CH2:13][CH3:14])=[O:15])[cH:17][n:18][c:19]3[c:20]([O:27][CH3:28])[cH:21][cH:22][cH:23][c:24]32)[cH:7][cH:8][cH:9][cH:10]1. The reactants are FC1=CC=C(C=C1)O (p-fluorophenol), C[O-].[Na+] (sodium methoxide), BrC(C(=O)OC)C1=CC=C(C=C1)OC1=CC=C(C=C1)Cl (methyl α-bromo-α-[p-(p-chlorophenoxy)phenyl]acetate). Solvent: CO (methanol). The product is COC(C(C1=CC=C(C=C1)OC1=CC=C(C=C1)Cl)OC1=CC=C(C=C1)F)=O (Methyl-(p-fluorophenoxy)[p-(p-chlorophenoxy)phenyl]acetate). RXN SMILES: [F:1][C:2]1[CH:7]=[CH:6][C:5]([OH:8])=[CH:4][CH:3]=1.C[O-].[Na+].Br[CH:13]([C:18]1[CH:23]=[CH:22][C:21]([O:24][C:25]2[CH:30]=[CH:29][C:28]([Cl:31])=[CH:27][CH:26]=2)=[CH:20][CH:19]=1)[C:14]([O:16][CH3:17])=[O:15]>CO>[CH3:17][O:16][C:14](=[O:15])[CH:13]([O:8][C:5]1[CH:6]=[CH:7][C:2]([F:1])=[CH:3][CH:4]=1)[C:18]1[CH:19]=[CH:20][C:21]([O:24][C:25]2[CH:30]=[CH:29][C:28]([Cl:31])=[CH:27][CH:26]=2)=[CH:22][CH:23]=1 |f:1.2|. Reported procedure: To a solution of 1.87 g of p-fluorophenol in 50 ml of methanol is added 1.07 g of sodium methoxide. To this solution is added 5.4 g of methyl α-bromo-α-[p-(p-chlorophenoxy)phenyl]acetate and the mixture is refluxed for 18 hours. The mixture is concentrated to 1/2 volume and poured into 150 ml of ice and water. The mixture is extracted with ether and the cold extracts washed with 50 ml of 2N NaOH and with saline. After drying (MgSO4), the extracts are concentrated under vacuum to give the product... Starting materials: C(C)OC([C@@H](NC(C1=CC=C(C=C1)N1CCN(CC1)C=1C(=NC(=NC1CC)N)N)=O)CCC(=O)OCC)=O (N-[4-[4-(2,4-diamino-6-ethyl-5-pyrimidinyl)-1-piperazinyl]benzoyl]-L-glutamic acid diethyl ester), [OH-].[Na+] (sodium hydroxide). The solvent is CO (methanol). Run at time 16 hour. Yields the product NC1=NC(=C(C(=N1)N)N1CCN(CC1)C1=CC=C(C(=O)N[C@@H](CCC(=O)O)C(=O)O)C=C1)CC (N-[4-[4-(2,4-Diamino-6-ethyl-5-pyrimidinyl)-1-piperazinyl]benzoyl]-L-glutamic acid). The yield is 71.6%. As a reaction SMILES: C([O:3][C:4](=[O:38])[C@H:5]([CH2:31][CH2:32][C:33]([O:35]CC)=[O:34])[NH:6][C:7](=[O:30])[C:8]1[CH:13]=[CH:12][C:11]([N:14]2[CH2:19][CH2:18][N:17]([C:20]3[C:21]([NH2:29])=[N:22][C:23]([NH2:28])=[N:24][C:25]=3[CH2:26][CH3:27])[CH2:16][CH2:15]2)=[CH:10][CH:9]=1)C.[OH-].[Na+]>CO>[NH2:28][C:23]1[N:22]=[C:21]([NH2:29])[C:20]([N:17]2[CH2:16][CH2:15][N:14]([C:11]3[CH:10]=[CH:9][C:8]([C:7]([NH:6][C@H:5]([C:4]([OH:38])=[O:3])[CH2:31][CH2:32][C:33]([OH:35])=[O:34])=[O:30])=[CH:13][CH:12]=3)[CH2:19][CH2:18]2)=[C:25]([CH2:26][CH3:27])[N:24]=1 |f:1.2|. Reported procedure: A mixture of 2.0 g (3.85 mmole) of N-[4-[4-(2,4-diamino-6-ethyl-5-pyrimidinyl)-1-piperazinyl]benzoyl]-L-glutamic acid diethyl ester and 0.6 g (7.70 mmole) of a 50% aqueous sodium hydroxide solution in 100 ml of methanol was stirred at room temperature for 16 hours. Methanol was removed in vacuo below 23° C. The residue was dissolved in 50 ml of ice water and filtered. The filtrate was acidified with citric acid to pH 5. The solid precipitate was collected, washed with water, and triturated with ...